This data is from the Open Reaction Database (ORD), a public repository of structured organic reaction records. The task is: describe an organic reaction: reactants, conditions, products, and yield Reactants: FC(C(=O)O)(F)F (trifluoroacetic acid), C(C)(C)(C)C=1C=C2CN(C(C2=CC1)=O)C=1C(=C(C=CC1)C=1C=C(C(N(N1)C)=O)NC1=NN(C=C1)C1CN(C1)C(=O)OC(C)(C)C)CO (tert-Butyl 3-(3-(6-(3-(5-tert-butyl-1-oxoisoindolin-2-yl)-2-(hydroxy-methyl)phenyl)-2-methyl-3-oxo-2,3-dihydropyridazin-4-ylamino)-1H-pyrazol-1-yl)-azetidine-1-carboxylate). The solvent is C(Cl)Cl (methylene chloride). Conditions: time 3 hour. Yields the product N1CC(C1)N1N=C(C=C1)NC1=CC(=NN(C1=O)C)C=1C(=C(C=CC1)N1C(C2=CC=C(C=C2C1)C(C)(C)C)=O)CO (2-(3-(5-(1-(Azetidin-3-yl)-1H-pyrazol-3-ylamino)-1-methyl-6-oxo-1,6-dihydropyridazin-3-yl)-2-(hydroxymethyl)phenyl)-5-tert-butylisoindolin-1-one). Yield: 9.0%. RXN SMILES: [C:1]([C:5]1[CH:6]=[C:7]2[C:11](=[CH:12][CH:13]=1)[C:10](=[O:14])[N:9]([C:15]1[C:16]([CH2:46][OH:47])=[C:17]([C:21]3[CH:22]=[C:23]([NH:29][C:30]4[CH:34]=[CH:33][N:32]([CH:35]5[CH2:38][N:37](C(OC(C)(C)C)=O)[CH2:36]5)[N:31]=4)[C:24](=[O:28])[N:25]([CH3:27])[N:26]=3)[CH:18]=[CH:19][CH:20]=1)[CH2:8]2)([CH3:4])([CH3:3])[CH3:2].FC(F)(F)C(O)=O>C(Cl)Cl>[NH:37]1[CH2:36][CH:35]([N:32]2[CH:33]=[CH:34][C:30]([NH:29][C:23]3[C:24](=[O:28])[N:25]([CH3:27])[N:26]=[C:21]([C:17]4[C:16]([CH2:46][OH:47])=[C:15]([N:9]5[CH2:8][C:7]6[C:11](=[CH:12][CH:13]=[C:5]([C:1]([CH3:3])([CH3:4])[CH3:2])[CH:6]=6)[C:10]5=[O:14])[CH:20]=[CH:19][CH:18]=4)[CH:22]=3)=[N:31]2)[CH2:38]1. Procedure details: A 100-mL single-neck round-bottomed flask equipped with a magnetic stirrer and nitrogen inlet was charged with crude 105d prepared above (0.394 mmol, presuming quantitative yield), anhydrous methylene chloride (5 mL) and trifluoroacetic acid (5 mL). The reaction mixture was stirred at room temperature for 3 h. After this time, the mixture was concentrated to dryness; the residue was diluted with water (50 mL), and the pH of the solution was adjusted to 8.0 using saturated aqueous sodium bicarbon... The reactants are N#Cc1ccc(C2CCc3cncn32)c(Br)c1, O=C([O-])[O-], CB1OB(C)OB(C)O1, COCCOC, [K+], [Na+], [Na+], [OH-], c1ccc(P(c2ccccc2)(c2ccccc2)[Pd](P(c2ccccc2)(c2ccccc2)c2ccccc2)(P(c2ccccc2)(c2ccccc2)c2ccccc2)P(c2ccccc2)(c2ccccc2)c2ccccc2)cc1. Product: Cc1cc(C#N)ccc1C1CCc2cncn21. As a reaction SMILES: [Br:1][c:2]1[cH:3][c:4]([C:5]#[N:6])[cH:7][cH:8][c:9]1[CH:10]1[CH2:11][CH2:12][c:13]2[n:14]1[cH:15][n:16][cH:17]2.[C:27](=[O:28])([O-:29])[O-:30].[CH3:18][B:19]1[O:20][B:21]([CH3:22])[O:23][B:24]([CH3:25])[O:26]1.[CH3:35][O:36][CH2:37][CH2:38][O:39][CH3:40].[K+:34].[Na+:31].[Na+:32].[OH-:33].[cH:41]1[cH:42][cH:43][c:44]([P:45]([Pd:46]([P:47]([c:48]2[cH:49][cH:50][cH:51][cH:52][cH:53]2)([c:54]2[cH:55][cH:56][cH:57][cH:58][cH:59]2)[c:60]2[cH:61][cH:62][cH:63][cH:64][cH:65]2)([P:66]([c:67]2[cH:68][cH:69][cH:70][cH:71][cH:72]2)([c:73]2[cH:74][cH:75][cH:76][cH:77][cH:78]2)[c:79]2[cH:80][cH:81][cH:82][cH:83][cH:84]2)[P:85]([c:86]2[cH:87][cH:88][cH:89][cH:90][cH:91]2)([c:92]2[cH:93][cH:94][cH:95][cH:96][cH:97]2)[c:98]2[cH:99][cH:100][cH:101][cH:102][cH:103]2)([c:104]2[cH:105][cH:106][cH:107][cH:108][cH:109]2)[c:110]2[cH:111][cH:112][cH:113][cH:114][cH:115]2)[cH:116][cH:117]1>>[c:2]1([CH3:18])[cH:3][c:4]([C:5]#[N:6])[cH:7][cH:8][c:9]1[CH:10]1[CH2:11][CH2:12][c:13]2[n:14]1[cH:15][n:16][cH:17]2. RXN SMILES: [C:10]([n:11]1[cH:12][cH:13][n:14][cH:15]1)([n:16]1[cH:17][cH:18][n:19][cH:20]1)=[O:21].[C:23]([CH2:24][C:25]([O-:26])=[O:27])(=[O:28])[O:29][CH2:30][CH3:31].[CH3:51][CH2:52][O:53][C:54](=[O:55])[CH3:56].[Mg+:22].[O:45]1[CH2:46][CH2:47][CH2:48][CH2:49]1.[OH2:50].[OH:32][C:33]([CH2:34][C:35]([C:36](=[O:37])[OH:38])([CH2:39][C:40](=[O:41])[OH:42])[OH:43])=[O:44].[n:1]1[cH:2][cH:3][c:4]([C:7](=[O:8])[OH:9])[cH:5][cH:6]1>>[n:1]1[cH:2][cH:3][c:4]([C:7](=[O:9])[CH2:24][C:23](=[O:28])[O:29][CH2:30][CH3:31])[cH:5][cH:6]1. Yields the product CCOC(=O)CC(=O)c1ccncc1. Starting materials: O=C(n1ccnc1)n1ccnc1, CCOC(=O)CC(=O)[O-], CCOC(C)=O, [Mg+], C1CCOC1, O, O=C(O)CC(O)(CC(=O)O)C(=O)O, O=C(O)c1ccncc1.